This data is from the Open Reaction Database (ORD), a public repository of structured organic reaction records. The task is: describe an organic reaction: reactants, conditions, products, and yield Reactants: ClC=1N=C2C(=C(C=NC2=CC1)C(C)=O)N[C@@H]1CC[C@H](CC1)O (1-[6-chloro-4-(trans-4-hydroxycyclohexylamino)-1,5-naphthyridin-3-yl]ethanone), ClC1=C(C(=CC(=C1)B1OC(C(O1)(C)C)(C)C)Cl)O (2,6-dichloro-4-(4,4,5,5-tetramethyl-1,3,2-dioxaborolan-2-yl)phenol), hydrochloride salt. Product: Cl.ClC=1C=C(C=C(C1O)Cl)C=1N=C2C(=C(C=NC2=CC1)C(C)=O)N[C@@H]1CC[C@H](CC1)O (1-[6-(3,5-Dichloro-4-hydroxyphenyl)-4-(trans-4-hydroxycyclohexylamino)-1,5-naphthyridin-3-yl]-ethanone hydrochloride). Yield: 49.7%. Reaction SMILES: [Cl:1][C:2]1[N:3]=[C:4]2[C:9](=[CH:10][CH:11]=1)[N:8]=[CH:7][C:6]([C:12](=[O:14])[CH3:13])=[C:5]2[NH:15][C@H:16]1[CH2:21][CH2:20][C@H:19]([OH:22])[CH2:18][CH2:17]1.[Cl:23][C:24]1[CH:29]=[C:28](B2OC(C)(C)C(C)(C)O2)[CH:27]=[C:26]([Cl:39])[C:25]=1[OH:40]>>[ClH:1].[Cl:23][C:24]1[CH:29]=[C:28]([C:2]2[N:3]=[C:4]3[C:9](=[CH:10][CH:11]=2)[N:8]=[CH:7][C:6]([C:12](=[O:14])[CH3:13])=[C:5]3[NH:15][C@H:16]2[CH2:21][CH2:20][C@H:19]([OH:22])[CH2:18][CH2:17]2)[CH:27]=[C:26]([Cl:39])[C:25]=1[OH:40] |f:2.3|. Procedure: Following general procedure II, 1-[6-chloro-4-(trans-4-hydroxycyclohexylamino)-1,5-naphthyridin-3-yl]ethanone (160 mg, 0.50 mmol) was reacted with 2,6-dichloro-4-(4,4,5,5-tetramethyl-1,3,2-dioxaborolan-2-yl)phenol (165 mg, 0.60 mmol) followed by formation of the hydrochloride salt to afford the desired product (120 mg, 56%) as a pale yellow solid: 1H NMR (500 MHz, CD3OD) δ 9.11 (s, 1H), 8.44 (d, J=9.0 Hz, 1H), 8.30 (d, J=9.0 Hz, 1H), 8.00 (t, J=1.9 Hz, 1H), 7.87 (dd, J=11.5, 2.3 Hz, 1H), 5.60 (t...